This data is from the Open Reaction Database (ORD), a public repository of structured organic reaction records. The task is: describe an organic reaction: reactants, conditions, products, and yield Starting materials: [H-].[Na+] (sodium hydride), O (water), FC(C1=CC=C(C=C1)NC(C[C@H](CC)OS(=O)(=O)C1=CC=C(C=C1)C)=O)(F)F ((S)-N-[4-(trifluoromethyl)phenyl]-3-(4-methylphenyl)sulfonyloxypentanoic acid amide). Run in O1CCCC1 (tetrahydrofuran), O1CCCC1 (tetrahydrofuran). Conditions: time 3.5 hour. Product: C(C)[C@@H]1CC(N1C1=CC=C(C=C1)C(F)(F)F)=O ((R)-4-ethyl-1-[4-(trifluoromethyl)phenyl]-2-azetidinone). The yield is 109.4%. Reaction SMILES: [H-].[Na+].[F:3][C:4]([F:30])([F:29])[C:5]1[CH:10]=[CH:9][C:8]([NH:11][C:12](=[O:28])[CH2:13][C@@H:14](OS(C2C=CC(C)=CC=2)(=O)=O)[CH2:15][CH3:16])=[CH:7][CH:6]=1.O>O1CCCC1>[CH2:15]([C@H:14]1[N:11]([C:8]2[CH:9]=[CH:10][C:5]([C:4]([F:30])([F:29])[F:3])=[CH:6][CH:7]=2)[C:12](=[O:28])[CH2:13]1)[CH3:16] |f:0.1|. Reported procedure: 26.5 mg of sodium hydride (60 wt %; 0.662 mmol) was suspended in tetrahydrofuran (1.5 mL) and to the solution, a tetrahydrofuran solution (1.5 mL) containing 274.9 mg (0.662 mmol) of (S)-N-[4-(trifluoromethyl)phenyl]-3-(4-methylphenyl)sulfonyloxypentanoic acid amide produced in Example 4 was added dropwise at room temperature for 5 minutes. After stirring at room temperature for further 3.5 hours, water (5 mL) was added and extraction was carried out with ethyl acetate. The organic layer was was... Starting materials: C[N+]1(CCOCC1)[O-] (4-methylmorpholine N-oxide), C(CC)[N+](CCC)(CCC)CCC (tetrapropylammonium), OC(/C=C/C=C/C[C@@H](C)[C@@H]1[C@]2(CCC[C@@H]([C@@H]2CCC1)O)C)(C)C ((1S,4aR,5R,8aR)-5-[(3E,5E )-(R)-(7-hydroxy-1,7-dimethyl-octa-3,5-dienyl)]-4a-methyl-decahydro-naphthalen-1-ol). The solvent is C(Cl)Cl (CH2Cl2). Conditions: time 2.5 hour. Product: OC(/C=C/C=C/C[C@@H](C)[C@@H]1[C@@]2(CCCC[C@@H]2CCC1)C)(C)C ((4aR,5R,8aR)-5-[(3E,5E)-(R)-(7-hydroxy-1,7-dimethyl-octa-3,5-dienyl)]-4a-methyl-octahydro-naphthalen), mixture. The yield is 50.5%. Reaction SMILES: C[N+]1([O-])CCOCC1.C([N+](CCC)(CCC)CCC)CC.[OH:22][C:23]([CH3:44])([CH3:43])/[CH:24]=[CH:25]/[CH:26]=[CH:27]/[CH2:28][C@H:29]([C@H:31]1[CH2:40][CH2:39][CH2:38][C@@H:37]2[C@:32]1([CH3:42])[CH2:33][CH2:34][CH2:35][C@@H:36]2O)[CH3:30]>C(Cl)Cl>[OH:22][C:23]([CH3:43])([CH3:44])/[CH:24]=[CH:25]/[CH:26]=[CH:27]/[CH2:28][C@H:29]([C@H:31]1[CH2:40][CH2:39][CH2:38][C@@H:37]2[C@@:32]1([CH3:42])[CH2:33][CH2:34][CH2:35][CH2:36]2)[CH3:30]. Reported procedure: 459 mg of 4-methylmorpholine N-oxide, 40 mg of tetrapropylammonium perrhutenate, and 2.53 g of molecular sieves (powder, 4Å) were stirred for 0.25 h at ambient temperature. 590 mg of (1S,4aR,5R,8aR)-5-[(3E,5E )-(R)-(7-hydroxy-1,7-dimethyl-octa-3,5-dienyl)]-4a-methyl-decahydro-naphthalen-1-ol, dissolved in 5 ml of CH2Cl2, was added and the mixture kept for 2.5 h at RT. Dilution with ether, filtration over SiO2, evaporation and flash chromatography (SiO2, hexane/AcOEt=7/3) afforded 283 mg of (4aR,...